From a dataset of the Open Reaction Database (ORD), a public repository of structured organic reaction records. describe an organic reaction: reactants, conditions, products, and yield Starting materials: OC[C@H]1CC(C(N1)=O)=C(C)C ((R)-5-(hydroxymethyl)-3-(propan-2-ylidene)pyrrolidin-2-one), CO (MeOH). The reagents and catalysts are [Pt](=O)=O (platinum (iv) oxide). Solvent: CCOC(=O)C (EtOAc). Conditions: time 8 hour. Yields the product OC[C@H]1CC(C(N1)=O)C(C)C ((5R)-5-(hydroxymethyl)-3-isopropylpyrrolidin-2-one). The yield is 100.0%. Reaction SMILES: [OH:1][CH2:2][C@@H:3]1[NH:7][C:6](=[O:8])[C:5](=[C:9]([CH3:11])[CH3:10])[CH2:4]1.CO>CCOC(C)=O.[Pt](=O)=O>[OH:1][CH2:2][C@@H:3]1[NH:7][C:6](=[O:8])[CH:5]([CH:9]([CH3:11])[CH3:10])[CH2:4]1. Procedure details: A mixture of (R)-5-(hydroxymethyl)-3-(propan-2-ylidene)pyrrolidin-2-one (2.223 g, 14.32 mmol) and platinum (iv) oxide (0.325 g, 1.432 mmol) in EtOAc (40 mL)/MeOH (4 mL) at room temperature was stirred in the pressure bottle reactor under H2 (28 psi to 2 psi) overnight. The resulting mixture was filtered through a pad of Celite, washed with EtOAc, and concentrated to give (5R)-5-(hydroxymethyl)-3-isopropylpyrrolidin-2-one (2.251 g, 14.32 mmol, 90% yield) as a light yellow solid. 1H NMR (400 MHz, ... Starting materials: BrC1=CC2=C(N1C(C)C)C(N(C2=O)C2CCOCC2)C2=CC=C(C#N)C=C2 (4-[2-bromo-1-isopropyl-4-oxo-5-(tetrahydro-pyran-4-yl)-1,4,5,6-tetrahydro-pyrrolo[3,4-b]pyrrol-6-yl]-benzonitrile), C(#N)C=1C=CC(=C(C1)B(O)O)OC (5-cyano-2-methoxyphenylboronic acid), COC1=NC=C(C(=N1)OC)B(O)O (2,4-dimethoxypyrimidine-5-boronic acid), BrC1=CC2=C(N1C(C)C)C(N(C2=O)C2=C(C=CC(=C2)Cl)C)C2=CC=C(C=C2)Cl (2-bromo-5-(5-chloro-2-methyl-phenyl)-6-(4-chloro-phenyl)-1-isopropyl-5,6-dihydro-1H-pyrrolo[3,4-b]pyrrol-4-one). Procedure: The title compound was prepared in analogy to the procedure described for Example 17 but 4-[2-bromo-1-isopropyl-4-oxo-5-(tetrahydro-pyran-4-yl)-1,4,5,6-tetrahydro-pyrrolo[3,4-b]pyrrol-6-yl]-benzonitrile (Intermediate AU) and 2,4-dimethoxypyrimidine-5-boronic acid were used instead of 2-bromo-5-(5-chloro-2-methyl-phenyl)-6-(4-chloro-phenyl)-1-isopropyl-5,6-dihydro-1H-pyrrolo[3,4-b]pyrrol-4-one and 5-cyano-2-methoxyphenylboronic acid respectively. The title compound was obtained as a white solid. ... The product is COC1=NC=C(C(=N1)OC)C1=CC2=C(N1C(C)C)C(N(C2=O)C2CCOCC2)C2=CC=C(C#N)C=C2 (4-[2-(2,4-Dimethoxy-pyrimidin-5-yl)-1-isopropyl-4-oxo-5-(tetrahydro-pyran-4-yl)-1,4,5,6-tetrahydro-pyrrolo[3,4-b]pyrrol-6-yl]-benzonitrile). As a reaction SMILES: Br[C:2]1[N:6]([CH:7]([CH3:9])[CH3:8])[C:5]2[CH:10]([C:20]3[CH:27]=[CH:26][C:23]([C:24]#[N:25])=[CH:22][CH:21]=3)[N:11]([CH:14]3[CH2:19][CH2:18][O:17][CH2:16][CH2:15]3)[C:12](=[O:13])[C:4]=2[CH:3]=1.[CH3:28][O:29][C:30]1[N:35]=[C:34]([O:36][CH3:37])[C:33](B(O)O)=[CH:32][N:31]=1.BrC1N(C(C)C)C2C(C3C=CC(Cl)=CC=3)N(C3C=C(Cl)C=CC=3C)C(=O)C=2C=1.C(C1C=CC(OC)=C(B(O)O)C=1)#N>>[CH3:28][O:29][C:30]1[N:35]=[C:34]([O:36][CH3:37])[C:33]([C:2]2[N:6]([CH:7]([CH3:8])[CH3:9])[C:5]3[CH:10]([C:20]4[CH:21]=[CH:22][C:23]([C:24]#[N:25])=[CH:26][CH:27]=4)[N:11]([CH:14]4[CH2:15][CH2:16][O:17][CH2:18][CH2:19]4)[C:12](=[O:13])[C:4]=3[CH:3]=2)=[CH:32][N:31]=1. The reactants are BrC1=CC(=C(S1)C1=CC=C(C=C1)F)C1=CC=C(C=C1)S(=O)(=O)C (5-bromo-2-(4-fluorophenyl)-3-[4(methylsulfonyl)phenyl]thiophene), FC(C(=O)[O-])(F)F.[Na+] (sodium trifluoroacetate), cuprous iodide, ClCCl (Dichloromethane), Cl (hydrochloric acid). Run in CN(C(C)=O)C (N,N-dimethylacetamide), O (water). Product: FC1=CC=C(C=C1)C=1SC(=CC1C1=CC=C(C=C1)S(=O)(=O)C)C(F)(F)F (2-(4-fluorophenyl)-3-[4-(methylsulfonyl)phenyl]-5-(trifluoromethyl)thiophene). Yield: 14.8%. RXN SMILES: Br[C:2]1[S:6][C:5]([C:7]2[CH:12]=[CH:11][C:10]([F:13])=[CH:9][CH:8]=2)=[C:4]([C:14]2[CH:19]=[CH:18][C:17]([S:20]([CH3:23])(=[O:22])=[O:21])=[CH:16][CH:15]=2)[CH:3]=1.[F:24][C:25]([F:30])([F:29])C([O-])=O.[Na+].ClCCl.Cl>CN(C)C(=O)C.O>[F:13][C:10]1[CH:11]=[CH:12][C:7]([C:5]2[S:6][C:2]([C:25]([F:30])([F:29])[F:24])=[CH:3][C:4]=2[C:14]2[CH:19]=[CH:18][C:17]([S:20]([CH3:23])(=[O:22])=[O:21])=[CH:16][CH:15]=2)=[CH:8][CH:9]=1 |f:1.2|. Procedure: A mixture of 5-bromo-2-(4-fluorophenyl)-3-[4(methylsulfonyl)phenyl]thiophene (7.2 g), sodium trifluoroacetate (9.4 g) and cuprous iodide (6.5 g) in N,N-dimethylacetamide (109 ml), was stirred and refluxed for 5 hours. Dichloromethane (200 ml), 3N hydrochloric acid (100 ml) and water (100 ml) were added to the reaction mixture. The resulting mixture was filtered, and the filtrate was separated. The organic layer was washed with water, dried over magnesium sulfate and concentrated. The residue (13... Yields the product CCCCc1nc(C(=O)CC)c(C#N)n1C(c1ccccc1)(c1ccccc1)c1ccccc1. RXN SMILES: [Br-:1].[CH2:2]([CH3:3])[Mg+:4].[CH2:5]([CH2:6][CH2:7][CH3:8])[c:9]1[n:10]([C:18]([c:19]2[cH:20][cH:21][cH:22][cH:23][cH:24]2)([c:25]2[cH:26][cH:27][cH:28][cH:29][cH:30]2)[c:31]2[cH:32][cH:33][cH:34][cH:35][cH:36]2)[c:11]([C:16]#[N:17])[c:12]([C:14]#[N:15])[n:13]1.[CH3:39][CH2:40][O:41][C:42](=[O:43])[CH3:44].[CH3:45][CH2:46][O:47][CH2:48][CH3:49].[Cl-:37].[NH4+:38].[O:50]1[CH2:51][CH2:52][CH2:53][CH2:54]1>>[CH2:2]([CH3:3])[C:14]([c:12]1[c:11]([C:16]#[N:17])[n:10]([C:18]([c:19]2[cH:20][cH:21][cH:22][cH:23][cH:24]2)([c:25]2[cH:26][cH:27][cH:28][cH:29][cH:30]2)[c:31]2[cH:32][cH:33][cH:34][cH:35][cH:36]2)[c:9]([CH2:5][CH2:6][CH2:7][CH3:8])[n:13]1)=[O:41]. The reactants are [Br-], CC[Mg+], CCCCc1nc(C#N)c(C#N)n1C(c1ccccc1)(c1ccccc1)c1ccccc1, CCOC(C)=O, CCOCC, [Cl-], [NH4+], C1CCOC1. Reactants: NCCCN1C=NC=C1 (N-(3-aminopropyl)imidazole), C(=O)(N1C=NC=C1)N1C=NC=C1 (1,1'-carbonyldiimidazole), NC=1C(=NC=CN1)C(=O)O (3-aminopyrazine-2-carboxylic acid). Solvent: CN(C=O)C (dimethylformamide), C(C)OCC (diethyl ether), CN(C=O)C (dimethylformamide), CN(C=O)C (dimethylformamide). Reaction conditions: temperature 25 celsius, time 2 hour. Yields the product NC=1C(=NC=CN1)C(=O)NCCCN1C=NC=C1 (3-Amino-N-[3-(1H-imidazol-1-yl)propyl]-2-pyrazine carboxamide). Isolated yield 87.3%. RXN SMILES: C(N1C=CN=C1)(N1C=CN=C1)=O.[NH2:13][C:14]1[C:15]([C:20]([OH:22])=O)=[N:16][CH:17]=[CH:18][N:19]=1.[NH2:23][CH2:24][CH2:25][CH2:26][N:27]1[CH:31]=[CH:30][N:29]=[CH:28]1>CN(C)C=O.C(OCC)C>[NH2:13][C:14]1[C:15]([C:20]([NH:23][CH2:24][CH2:25][CH2:26][N:27]2[CH:31]=[CH:30][N:29]=[CH:28]2)=[O:22])=[N:16][CH:17]=[CH:18][N:19]=1. Procedure: A solution of 19.09 g (0.0776 mol) of 1,1'-carbonyldiimidazole in approximately 200 ml of dimethylformamide was added slowly to a cold (0° C.) solution of 15.78 g (0.1135 mol) of 3-aminopyrazine-2-carboxylic acid in 150 ml of dimethylformamide. The resulting solution was gradually warmed to 25° C. and stirred for about two hours. A solution of 14.75 g (0.118 mol) of N-(3-aminopropyl)imidazole in approximately 40 ml of dimethylformamide was added and the resulting solution was allowed to react fo... Starting materials: CC(C)(C)OC(=O)NC1CCC(Oc2cccc3cncc(N)c23)CC1, CO, Cl. The product is Cl, Nc1cncc2cccc(OC3CCC(N)CC3)c12. As a reaction SMILES: [C:1]([O:2][C:3](=[O:4])[NH:8][CH:9]1[CH2:10][CH2:11][CH:12]([O:15][c:16]2[c:17]3[c:18]([NH2:26])[cH:19][n:20][cH:21][c:22]3[cH:23][cH:24][cH:25]2)[CH2:13][CH2:14]1)([CH3:5])([CH3:6])[CH3:7].[CH3:27][OH:28].[ClH:29]>>[ClH:29].[NH2:8][CH:9]1[CH2:10][CH2:11][CH:12]([O:15][c:16]2[c:17]3[c:18]([NH2:26])[cH:19][n:20][cH:21][c:22]3[cH:23][cH:24][cH:25]2)[CH2:13][CH2:14]1.